This data is from the Open Reaction Database (ORD), a public repository of structured organic reaction records. The task is: describe an organic reaction: reactants, conditions, products, and yield The reactants are CN(/C=C/C(=O)C1=NN(C=CC1=O)C=1C=C(C=CC1)S(=O)(=O)N(C)C)C (3-[3-((E)-3-Dimethylamino-acryloyl)-4-oxo-4H-pyridazin-1-yl]-N,N-dimethyl-benzenesulfonamide), N1=CC=C(C2=CC=CC=C12)NN (quinolin-4-yl-hydrazine). The product is CN(S(=O)(=O)C1=CC(=CC=C1)N1N=C(C(C=C1)=O)C=1N(N=CC1)C1=CC=NC2=CC=CC=C12)C (N,N-Dimethyl-3-[4-oxo-3-(2-quinolin-4-yl-2H-pyrazol-3-yl)-4H-pyridazin-1-yl]-benzenesulfonamide). RXN SMILES: CN(C)/[CH:3]=[CH:4]/[C:5]([C:7]1[C:12](=[O:13])[CH:11]=[CH:10][N:9]([C:14]2[CH:15]=[C:16]([S:20]([N:23]([CH3:25])[CH3:24])(=[O:22])=[O:21])[CH:17]=[CH:18][CH:19]=2)[N:8]=1)=O.[N:27]1[C:36]2[C:31](=[CH:32][CH:33]=[CH:34][CH:35]=2)[C:30]([NH:37][NH2:38])=[CH:29][CH:28]=1>>[CH3:25][N:23]([CH3:24])[S:20]([C:16]1[CH:17]=[CH:18][CH:19]=[C:14]([N:9]2[CH:10]=[CH:11][C:12](=[O:13])[C:7]([C:5]3[N:37]([C:30]4[C:31]5[C:36](=[CH:35][CH:34]=[CH:33][CH:32]=5)[N:27]=[CH:28][CH:29]=4)[N:38]=[CH:3][CH:4]=3)=[N:8]2)[CH:15]=1)(=[O:22])=[O:21]. Procedure details: The product was obtained starting from 3-[3-((E)-3-Dimethylamino-acryloyl)-4-oxo-4H-pyridazin-1-yl]-N,N-dimethyl-benzenesulfonamide (A-12) and quinolin-4-yl-hydrazine according to the method described for example 91. MS: M=473.3 (M+H)+ The reactants are C(C)OC(C(Cl)(C1=CC=C(C=C1)Cl)C1=CC=CC=C1)=O (phenyl-p-chlorophenyl-chloroacetic acid ethyl ester), N1C=NC=C1 (imidazole). The solvent is C(C)#N (acetonitrile). Yields the product C1(=CC=CC=C1)OC(C(C=1NC=CN1)C1=CC=C(C=C1)Cl)=O (phenyl-p-chlorophenyl-imidazolyl-acetate), C(C)OC(C(C=1NC=CN1)(C1=CC=C(C=C1)Cl)C1=CC=CC=C1)=O (phenyl-4-chlorophenyl-imidazolyl-acetic acid ethyl ester). Reaction SMILES: [CH2:1]([O:3][C:4](=[O:20])[C:5]([C:14]1[CH:19]=[CH:18][CH:17]=[CH:16][CH:15]=1)([C:7]1[CH:12]=[CH:11][C:10]([Cl:13])=[CH:9][CH:8]=1)Cl)[CH3:2].[NH:21]1[CH:25]=[CH:24][N:23]=[CH:22]1>C(#N)C>[C:1]1([O:3][C:4](=[O:20])[CH:5]([C:7]2[CH:8]=[CH:9][C:10]([Cl:13])=[CH:11][CH:12]=2)[C:14]2[NH:23][CH:24]=[CH:25][N:21]=2)[CH:2]=[CH:8][CH:7]=[CH:5][CH:4]=1.[CH2:1]([O:3][C:4](=[O:20])[C:5]([C:14]1[CH:19]=[CH:18][CH:17]=[CH:16][CH:15]=1)([C:7]1[CH:12]=[CH:11][C:10]([Cl:13])=[CH:9][CH:8]=1)[C:22]1[NH:21][CH:25]=[CH:24][N:23]=1)[CH3:2]. Reported procedure: 15.45 g (0.05 mole) phenyl-p-chlorophenyl-chloroacetic acid ethyl ester (prepared from p-chlorophenyl-magnesium bromide and benzoyl-formic acid ethyl ester and subsequent treatment with thionyl chloride: b.p. 160°C./0.2 mm Hg) are boiled with 10 g imidazole in 100 ml acetonitrile for 16 hours. After distilling off the solvent, 50 ml of water are added, and the mixture is extracted with methylene chloride. After drying, the solvent is distilled off in a vacuum and the phenyl-p-chlorophenyl-imidaz... Reactants: C1(=CC=CC=C1)C=1N=C(OC1C1=CC=CC=C1)CP(OC)(OC)=O (dimethyl [(4,5-diphenyl-2-oxazolyl)methyl]phosphonate), [Na] (Sodium), C(=O)C1=CC=C(OCC(=O)OC)C=C1 (methyl (4-formylphenoxy)acetate). Solvent: O (water), CO (methanol). Run at time 10 minute. The product is C1(=CC=CC=C1)C=1N=C(OC1C1=CC=CC=C1)C=CC1=CC=C(OCC(=O)OC)C=C1 (methyl [4-[2-(4,5-diphenyl-2-oxazolyl)ethenyl]phenoxy]acetate). RXN SMILES: [Na].[C:2]1([C:8]2[N:9]=[C:10]([CH2:19]P(=O)(OC)OC)[O:11][C:12]=2[C:13]2[CH:18]=[CH:17][CH:16]=[CH:15][CH:14]=2)[CH:7]=[CH:6][CH:5]=[CH:4][CH:3]=1.[CH:26]([C:28]1[CH:39]=[CH:38][C:31]([O:32][CH2:33][C:34]([O:36][CH3:37])=[O:35])=[CH:30][CH:29]=1)=O>CO.O>[C:2]1([C:8]2[N:9]=[C:10]([CH:19]=[CH:26][C:28]3[CH:39]=[CH:38][C:31]([O:32][CH2:33][C:34]([O:36][CH3:37])=[O:35])=[CH:30][CH:29]=3)[O:11][C:12]=2[C:13]2[CH:14]=[CH:15][CH:16]=[CH:17][CH:18]=2)[CH:3]=[CH:4][CH:5]=[CH:6][CH:7]=1 |^1:0|. Procedure: Sodium metal (570 mg, 25 mg atom) was dissolved in methanol (50 mL) and dimethyl [(4,5-diphenyl-2-oxazolyl)methyl]phosphonate (7.80 g, 22 mmol) added. The mixture was stirred for 10 minutes before adding methyl (4-formylphenoxy)acetate (4.00 g, 20 mmol). After stirring at room temperature for 1 hour, the mixture was diluted with water and a yellow solid filtered off and air dried to give crude product (3.80 g, 44%). This was combined with 3.50 g from a previous experiment and recrystallized twic... The reactants are [Si](C)(C)(C(C)(C)C)OC(C(F)(F)F)(C(F)(F)F)C1=CC=C(CN2CCN(CC2)C(=O)C2=CC(=C(C=C2)NC(=O)NC2=NC=NC=C2)F)C=C1 (1-(4-(4-(4-(2-(tert-butyldimethylsilyloxy)-1,1,1,3,3,3-hexafluoropropan-2-yl)benzyl)-piperazine-1-carbonyl)-2-fluorophenyl)-3-(pyrimidin-4-yl)urea), [F-].[K+] (potassium fluoride). The solvent is O1CCCC1 (tetrahydrofuran). The product is FC1=C(C=CC(=C1)C(=O)N1CCN(CC1)CC1=CC=C(C=C1)C(C(F)(F)F)(C(F)(F)F)O)NC(=O)NC1=NC=NC=C1 (1-(2-Fluoro-4-(4-(4-(1,1,1,3,3,3-hexafluoro-2-hydroxypropan-2-yl)benzyl)piperazine-1-carbonyl)phenyl)-3-(pyrimidin-4-yl)urea). The yield is 15.1%. RXN SMILES: [Si]([O:8][C:9]([C:18]1[CH:49]=[CH:48][C:21]([CH2:22][N:23]2[CH2:28][CH2:27][N:26]([C:29]([C:31]3[CH:36]=[CH:35][C:34]([NH:37][C:38]([NH:40][C:41]4[CH:46]=[CH:45][N:44]=[CH:43][N:42]=4)=[O:39])=[C:33]([F:47])[CH:32]=3)=[O:30])[CH2:25][CH2:24]2)=[CH:20][CH:19]=1)([C:14]([F:17])([F:16])[F:15])[C:10]([F:13])([F:12])[F:11])(C(C)(C)C)(C)C.[F-].[K+]>O1CCCC1>[F:47][C:33]1[CH:32]=[C:31]([C:29]([N:26]2[CH2:27][CH2:28][N:23]([CH2:22][C:21]3[CH:20]=[CH:19][C:18]([C:9]([OH:8])([C:10]([F:13])([F:11])[F:12])[C:14]([F:15])([F:17])[F:16])=[CH:49][CH:48]=3)[CH2:24][CH2:25]2)=[O:30])[CH:36]=[CH:35][C:34]=1[NH:37][C:38]([NH:40][C:41]1[CH:46]=[CH:45][N:44]=[CH:43][N:42]=1)=[O:39] |f:1.2|. Procedure details: 1-(4-(4-(4-(2-(tert-butyldimethylsilyloxy)-1,1,1,3,3,3-hexafluoropropan-2-yl)benzyl)-piperazine-1-carbonyl)-2-fluorophenyl)-3-(pyrimidin-4-yl)urea (0.088 mmol, 0.0627 g) and potassium fluoride (50% on celite) (0.877 mmol, 0.102 g) were combined and heated to reflux in tetrahydrofuran (5 mL) overnight. The reaction mixture was filtered and the filtrate concentrated under reduced pressure. The resulting residue was purified by silica column chromatography (eluant dichloromethane/methanol 0% to 5%)... Reactants: N1C=CC=2C1=NC=CC2 (1H-Pyrrolo[2,3-b]pyridine), O (water), CO (methanol), COC1=C(C=C(C=O)C=C1)OCC(F)(F)F (4-Methoxy-3-(2,2,2-trifluoro-ethoxy)-benzaldehyde), [OH-].[K+] (potassium hydroxide). Run at temperature 50 celsius, time 2 day. The product is COC1=C(N(C2=NC=CC=C21)C)C2=CC(=C(C=C2)OC)OCC(F)(F)F (3-Methoxy-[4-methoxy-3-(2,2,2-trifluoro-ethoxy)-phenyl]-methyl-1H-pyrrolo[2,3-b]pyridine). Reaction SMILES: [NH:1]1[C:5]2=[N:6][CH:7]=[CH:8][CH:9]=[C:4]2[CH:3]=[CH:2]1.[CH3:10][O:11][C:12]1[CH:19]=[CH:18][C:15]([CH:16]=O)=[CH:14][C:13]=1[O:20][CH2:21][C:22]([F:25])([F:24])[F:23].[OH-:26].[K+].O.[CH3:29]O>>[CH3:29][O:26][C:3]1[C:4]2[C:5](=[N:6][CH:7]=[CH:8][CH:9]=2)[N:1]([CH3:2])[C:16]=1[C:15]1[CH:18]=[CH:19][C:12]([O:11][CH3:10])=[C:13]([O:20][CH2:21][C:22]([F:25])([F:24])[F:23])[CH:14]=1 |f:2.3|. Procedure: 1H-Pyrrolo[2,3-b]pyridine (0.2 g, 1.8 mmol), 4-methoxy-3-(2,2,2-trifluoro-ethoxy)-benzaldehyde (562, 0.4 g, 1.9 mmol) and potassium hydroxide (0.5 g, 9.6 mmol) were combined in methanol (20 mL). The reaction was heated to 50° C. under an atmosphere of nitrogen and stirred for two days. The reaction was poured into water, extracted with ethyl acetate, and washed with brine. The organic layer was dried over anhydrous sodium sulfate, filtered and concentrated. The compound was isolated by silica ge... Reactants: NC1[C@@H]2N(C(=CC(S2)C)C(=O)O)C1=O (7-amino-2-methyl-3-cephem-4-carboxylic acid), C[Si](C)(C)CC(=O)N (trimethylsilylacetamide), P(=O)(Cl)(Cl)Cl (phosphoryl chloride), C1(C=CCC1)ON=C(C(=O)O)C=1N=C(SC1)NC=O (2-(2-cyclopenten-1-yl)oxyimino-2-(2-formamidothiazol-4-yl)acetic acid), C[N+](=CCl)C.[Cl-] (Vilsmeier reagent). The solvent is C(C)(=O)OCC (ethyl acetate), C(C)(=O)OCC (ethyl acetate), CN(C=O)C (N,N-dimethylformamide), O1CCCC1 (tetrahydrofuran), C(C)(=O)OCC (ethyl acetate), O (water). Run at time 2 hour. Yields the product C[N+](=CCl)C.[Cl-] (Vilsmeier reagent), C1(C=CCC1)ON=C(C(=O)NC1[C@@H]2N(C(=CC(S2)C)C(=O)O)C1=O)C=1N=C(SC1)NC=O (7-[2-(2-cyclopenten-1-yl)oxyimino-2-(2-formamidothiazol-4-yl)acetamido]-2-methyl-3-cephem-4-carboxylic acid). As a reaction SMILES: P(Cl)(Cl)([Cl:3])=O.[CH:6]1([O:11][N:12]=[C:13]([C:17]2[N:18]=[C:19]([NH:22][CH:23]=[O:24])[S:20][CH:21]=2)[C:14]([OH:16])=O)[CH2:10][CH2:9][CH:8]=[CH:7]1.[CH3:25][N+:26]([CH3:29])=[CH:27][Cl:28].[Cl-].[NH2:31][CH:32]1[C:43](=[O:44])[N:34]2[C:35]([C:40]([OH:42])=[O:41])=[CH:36][CH:37]([CH3:39])[S:38][C@H:33]12.C[Si](CC(N)=O)(C)C>C(OCC)(=O)C.O1CCCC1.O.CN(C)C=O>[CH3:25][N+:26]([CH3:29])=[CH:27][Cl:28].[Cl-:3].[CH:6]1([O:11][N:12]=[C:13]([C:17]2[N:18]=[C:19]([NH:22][CH:23]=[O:24])[S:20][CH:21]=2)[C:14]([NH:31][CH:32]2[C:43](=[O:44])[N:34]3[C:35]([C:40]([OH:42])=[O:41])=[CH:36][CH:37]([CH3:39])[S:38][C@H:33]23)=[O:16])[CH2:10][CH2:9][CH:8]=[CH:7]1 |f:2.3,10.11|. Procedure: The solution of Vilsmeier reagent was prepared from dry N,N-dimethylformamide (0.48 g) and phosphoryl chloride (0.98 g) in dry ethyl acetate (3 ml) in a usual manner. A solution of 2-(2-cyclopenten-1-yl)oxyimino-2-(2-formamidothiazol-4-yl)acetic acid (syn isomer)(1.5 g) in dry tetrahydrofuran (12 ml) was added to the stirred suspension of the solution of Vilsmeier reagent under ice-cooling. The resulting mixture was added to a solution of 7-amino-2-methyl-3-cephem-4-carboxylic acid (1.37 g) and ...